From a dataset of the Open Reaction Database (ORD), a public repository of structured organic reaction records. describe an organic reaction: reactants, conditions, products, and yield Starting materials: Cl (hydrochloric acid), resultant solution, [H-].[Al+3].[Li+].[H-].[H-].[H-] (lithium aluminum hydride), [Mg] (magnesium), BrC=1C=C(C(=CC1)C)C (4-bromo-o-xylene), ClP(C1=CC=CC=C1)(C1=CC=CC=C1)=O (chlorodiphenylphosphine oxide). Run in C(C)OCC (diethyl ether), O1CCCC1 (tetrahydrofuran), O1CCCC1 (THF), O1CCCC1 (THF). The product is C1(=CC=CC=C1)P(=O)(C1=CC=CC=C1)C=1C=C(C(=CC1)C)C (4-diphenylphosphoryl-o-xylene). Yield: 77.0%. Reaction SMILES: [H-].[Al+3].[Li+].[H-].[H-].[H-].[Mg].Br[C:9]1[CH:10]=[C:11]([CH3:16])[C:12]([CH3:15])=[CH:13][CH:14]=1.Cl[P:18](=[O:31])([C:25]1[CH:30]=[CH:29][CH:28]=[CH:27][CH:26]=1)[C:19]1[CH:24]=[CH:23][CH:22]=[CH:21][CH:20]=1.Cl>C(OCC)C.O1CCCC1>[C:19]1([P:18]([C:9]2[CH:10]=[C:11]([CH3:16])[C:12]([CH3:15])=[CH:13][CH:14]=2)([C:25]2[CH:30]=[CH:29][CH:28]=[CH:27][CH:26]=2)=[O:31])[CH:20]=[CH:21][CH:22]=[CH:23][CH:24]=1 |f:0.1.2.3.4.5|. Procedure: A reaction vessel was charged with 100 ml of tetrahydrofuran (THF) which had been dried with lithium aluminum hydride, to which 2.83 g (0.1209 mol) of turning magnesium was added. With refluxing, a dried THF solution of 19.6 g (0.106 mol) of 4-bromo-o-xylene was added dropwise over one hour. After the completion of the addition, it was refluxed for about one hour and then cooled to 5° to 10° C. at which a dried THF solution of 25 g (0.106 mol) of chlorodiphenylphosphine oxide was added dropwise ... The reactants are CCOC(=O)c1cnc2sc(CBr)cn2c1=O, C1COCCN1, ClCCl, CN(C)C=O. Yields the product CCOC(=O)c1cnc2sc(CN3CCOCC3)cn2c1=O. Reaction SMILES: [Br:1][CH2:2][c:3]1[cH:4][n:5]2[c:6]([n:7][cH:8][c:9]([C:12](=[O:13])[O:14][CH2:15][CH3:16])[c:10]2=[O:11])[s:17]1.[CH2:18]1[CH2:19][O:20][CH2:21][CH2:22][NH:23]1.[Cl:29][CH2:30][Cl:31].[O:24]=[CH:25][N:26]([CH3:27])[CH3:28]>>[CH2:2]([c:3]1[cH:4][n:5]2[c:6]([n:7][cH:8][c:9]([C:12](=[O:13])[O:14][CH2:15][CH3:16])[c:10]2=[O:11])[s:17]1)[N:23]1[CH2:18][CH2:19][O:20][CH2:21][CH2:22]1. The reactants are CC=1NC=2C(CCCC2C1C(=O)O)=O (2-methyl-7-oxo-4,5,6,7-tetrahydro-1H-indole-3-carboxylic acid), NCC(CN(C)C1CCCCC1)O (1-amino-3-(cyclohexyl(methyl)amino)propan-2-ol). The product is C1(CCCCC1)N(CC(CNC(=O)C1=C(NC=2C(CCCC12)=O)C)O)C (N-(3-(cyclohexyl(methyl)amino)-2-hydroxypropyl)-2-methyl-7-oxo-4,5,6,7-tetrahydro-1H-indole-3-carboxamide). The yield is 83.0%. Reaction SMILES: [CH3:1][C:2]1[NH:3][C:4]2[C:5](=[O:14])[CH2:6][CH2:7][CH2:8][C:9]=2[C:10]=1[C:11]([OH:13])=O.[NH2:15][CH2:16][CH:17]([OH:27])[CH2:18][N:19]([CH:21]1[CH2:26][CH2:25][CH2:24][CH2:23][CH2:22]1)[CH3:20]>>[CH:21]1([N:19]([CH3:20])[CH2:18][CH:17]([OH:27])[CH2:16][NH:15][C:11]([C:10]2[C:9]3[CH2:8][CH2:7][CH2:6][C:5](=[O:14])[C:4]=3[NH:3][C:2]=2[CH3:1])=[O:13])[CH2:26][CH2:25][CH2:24][CH2:23][CH2:22]1. Procedure: Similar procedure as Example 13, 2-methyl-7-oxo-4,5,6,7-tetrahydro-1H-indole-3-carboxylic acid (S4) 0.2 g (1.0 mmol) and 1-amino-3-(cyclohexyl(methyl)amino)propan-2-ol 0.39 g (2.1 mmol) were reacted to give 0.30 g (83%) of the titled compound as a white solid. The reactants are C(C)OP(=O)(OCC)CC1=CC(=C(C=C1)NC1=NC=C(C(=N1)NC=1C=CC(=C2CN(C(C12)=O)C)[C@H]1CC[C@H](CC1)C(=O)O)C(F)(F)F)OC (cis-4-(7-{[2-({4-[(Diethoxyphosphoryl)methyl]-2-methoxyphenyl}amino)-5-(trifluoromethyl)pyrimidin-4-yl]amino}-2-methyl-1-oxo-2,3-dihydro-1H-isoindol-4-yl)cyclohexanecarboxylic acid), CN(C)C(=[N+](C)C)ON1C2=C(C=CC=C2)N=N1.[B-](F)(F)(F)F (TBTU), [Cl-].C[NH3+] (Methylammonium chloride), CCN(C(C)C)C(C)C (DIPEA). Solvent: CN(C)C=O (DMF). Conditions: time 30 minute. Product: COC=1C=C(CP(OCC)(OCC)=O)C=CC1NC1=NC=C(C(=N1)NC1=C2C(N(CC2=C(C=C1)[C@@H]1CC[C@@H](CC1)C(NC)=O)C)=O)C(F)(F)F (Diethyl (3-methoxy-4-{[4-({2-methyl-7-[cis-4-(methylcarbamoyl)cyclohexyl]-3-oxo-2,3-dihydro-1H-isoindol-4-yl}amino)-5-(trifluoromethyl)pyrimidin-2-yl]amino}benzyl)phosphonate). Isolated yield 43.1%. Reaction SMILES: [CH2:1]([O:3][P:4]([CH2:9][C:10]1[CH:15]=[CH:14][C:13]([NH:16][C:17]2[N:22]=[C:21]([NH:23][C:24]3[CH:25]=[CH:26][C:27]([C@@H:35]4[CH2:40][CH2:39][C@H:38]([C:41](O)=[O:42])[CH2:37][CH2:36]4)=[C:28]4[C:32]=3[C:31](=[O:33])[N:30]([CH3:34])[CH2:29]4)[C:20]([C:44]([F:47])([F:46])[F:45])=[CH:19][N:18]=2)=[C:12]([O:48][CH3:49])[CH:11]=1)([O:6][CH2:7][CH3:8])=[O:5])[CH3:2].[CH3:50][N:51](C(ON1N=NC2C=CC=CC1=2)=[N+](C)C)C.[B-](F)(F)(F)F.[Cl-].C[NH3+].CCN(C(C)C)C(C)C>CN(C=O)C>[CH3:49][O:48][C:12]1[CH:11]=[C:10]([CH:15]=[CH:14][C:13]=1[NH:16][C:17]1[N:22]=[C:21]([NH:23][C:24]2[CH:25]=[CH:26][C:27]([C@H:35]3[CH2:36][CH2:37][C@@H:38]([C:41](=[O:42])[NH:51][CH3:50])[CH2:39][CH2:40]3)=[C:28]3[C:32]=2[C:31](=[O:33])[N:30]([CH3:34])[CH2:29]3)[C:20]([C:44]([F:47])([F:46])[F:45])=[CH:19][N:18]=1)[CH2:9][P:4](=[O:5])([O:3][CH2:1][CH3:2])[O:6][CH2:7][CH3:8] |f:1.2,3.4|. Procedure: cis-4-(7-{[2-({4-[(Diethoxyphosphoryl)methyl]-2-methoxyphenyl}amino)-5-(trifluoromethyl)pyrimidin-4-yl]amino}-2-methyl-1-oxo-2,3-dihydro-1H-isoindol-4-yl)cyclohexanecarboxylic acid (10.0 mg, 0.0142 mmol), TBTU (9.1 mg, 0.0283 mmol) and DMF (0.8 mL) were mixed and the mixture was stirred at room temperature for 30 minutes. Methylammonium chloride (9.6 mg, 0.142 mmol) and DIPEA (24.7 μL, 0.142 mmol) were added and the mixture was stirred at room temperature for 2 hours. The crude was purified by M... The reactants are N1N=CC=C1 (pyrazole), COC1=CC=C(C=C1)B(O)O (4-methoxyphenylboronic acid), N1=CC=CC=C1 (pyridine). The reagents and catalysts are C(C)(=O)[O-].[Cu+2].C(C)(=O)[O-] (Copper (II) acetate). Solvent: C(Cl)Cl (methylene chloride). Reaction conditions: time 2 day. The product is COC1=CC=C(C=C1)N1N=CC=C1 (1-(4-Methoxy-phenyl)-1H-pyrazole). Isolated yield 61.9%. Reaction SMILES: [NH:1]1[CH:5]=[CH:4][CH:3]=[N:2]1.[CH3:6][O:7][C:8]1[CH:13]=[CH:12][C:11](B(O)O)=[CH:10][CH:9]=1.N1C=CC=CC=1>C(Cl)Cl.C([O-])(=O)C.[Cu+2].C([O-])(=O)C>[CH3:6][O:7][C:8]1[CH:13]=[CH:12][C:11]([N:1]2[CH:5]=[CH:4][CH:3]=[N:2]2)=[CH:10][CH:9]=1 |f:4.5.6|. Procedure details: Copper (II) acetate (960 mg, 5.28 mmol) was added to a flame-dried flask charged with pyrazole (240 mg, 3.52 mmol), 4-methoxyphenylboronic acid (1.07 g, 7.04 mmol), 4 A molecular sieves (1.35 activated powder), and pyridine (570 μl, 7.04 mmol) in methylene chloride. The reaction was stirred for approximately two days at room temperature and then filtered through diatomaceous earth. The filtrate was concentrated in vacuo and purified by column chromatography (silica gel; isocratic 8% ethyl acetat... Reactants: [Li]CCCC, CCOC1CCC(=O)N1, CCCCCC, C1CCOC1, O=S(=O)(Cl)c1ccccc1. Yields the product CCOC1CCC(=O)N1S(=O)(=O)c1ccccc1. Reaction SMILES: [CH2:10]([Li:11])[CH2:12][CH2:13][CH3:14].[CH2:1]([CH3:2])[O:3][CH:4]1[CH2:5][CH2:6][C:7](=[O:9])[NH:8]1.[CH3:30][CH2:31][CH2:32][CH2:33][CH2:34][CH3:35].[O:25]1[CH2:26][CH2:27][CH2:28][CH2:29]1.[c:15]1([S:21](=[O:22])(=[O:23])[Cl:24])[cH:16][cH:17][cH:18][cH:19][cH:20]1>>[CH2:1]([CH3:2])[O:3][CH:4]1[CH2:5][CH2:6][C:7](=[O:9])[N:8]1[S:21]([c:15]1[cH:16][cH:17][cH:18][cH:19][cH:20]1)(=[O:22])=[O:23].